This data is from the Open Reaction Database (ORD), a public repository of structured organic reaction records. The task is: describe an organic reaction: reactants, conditions, products, and yield The reactants are CN(C)C(=O)Oc1ccc2c(c1)C=CCN(C(=O)OC(C)(C)C)C2CCO[Si](c1ccccc1)(c1ccccc1)C(C)(C)C, CCCC[N+](CCCC)(CCCC)CCCC, [F-], C1CCOC1, O. The product is CN(C)C(=O)Oc1ccc2c(c1)C=CCN(C(=O)OC(C)(C)C)C2CCO. As a reaction SMILES: [C:1]([Si:2]([c:3]1[cH:4][cH:5][cH:33][cH:34][cH:35]1)([O:6][CH2:7][CH2:8][CH:9]1[N:10]([C:26](=[O:27])[O:28][C:29]([CH3:30])([CH3:31])[CH3:32])[CH2:11][CH:12]=[CH:13][c:14]2[c:15]1[cH:16][cH:17][c:18]([O:20][C:21]([N:22]([CH3:23])[CH3:24])=[O:25])[cH:19]2)[c:36]1[cH:37][cH:38][cH:39][cH:40][cH:41]1)([CH3:42])([CH3:43])[CH3:44].[CH3:46][CH2:47][CH2:48][CH2:49][N+:50]([CH2:51][CH2:52][CH2:53][CH3:54])([CH2:55][CH2:56][CH2:57][CH3:58])[CH2:59][CH2:60][CH2:61][CH3:62].[F-:45].[O:64]1[CH2:65][CH2:66][CH2:67][CH2:68]1.[OH2:63]>>[OH:6][CH2:7][CH2:8][CH:9]1[N:10]([C:26](=[O:27])[O:28][C:29]([CH3:30])([CH3:31])[CH3:32])[CH2:11][CH:12]=[CH:13][c:14]2[c:15]1[cH:16][cH:17][c:18]([O:20][C:21]([N:22]([CH3:23])[CH3:24])=[O:25])[cH:19]2. Starting materials: [OH-].[K+] (potassium hydroxide), ClC1=CC=C(C=C1)C1=NC2=CC=CC=C2C(=C1)C(CC1CCNCC1)=O (1-[2-(4-chloro-phenyl)-4-quinolyl]-2-(4-piperidyl)ethanone), O.NN (hydrazine hydrate). The solvent is C(COCCO)O (diethylene glycol). The product is ClC1=CC=C(C=C1)C1=NC2=CC=CC=C2C(=C1)CCC1CCNCC1 (2-(4-chloro-phenyl)-4-[2-(4-piperidyl)-ethyl]-quinoline), Cl (monohydrochloride). Reaction SMILES: [Cl:1][C:2]1[CH:7]=[CH:6][C:5]([C:8]2[CH:17]=[C:16]([C:18](=O)[CH2:19][CH:20]3[CH2:25][CH2:24][NH:23][CH2:22][CH2:21]3)[C:15]3[C:10](=[CH:11][CH:12]=[CH:13][CH:14]=3)[N:9]=2)=[CH:4][CH:3]=1.O.NN.[OH-].[K+]>C(O)COCCO>[Cl:1][C:2]1[CH:7]=[CH:6][C:5]([C:8]2[CH:17]=[C:16]([CH2:18][CH2:19][CH:20]3[CH2:21][CH2:22][NH:23][CH2:24][CH2:25]3)[C:15]3[C:10](=[CH:11][CH:12]=[CH:13][CH:14]=3)[N:9]=2)=[CH:4][CH:3]=1.[ClH:1] |f:1.2,3.4|. Procedure details: The operation is as in Example 14, but starting from 6 g of 1-[2-(4-chloro-phenyl)-4-quinolyl]-2-(4-piperidyl)ethanone, prepared as indicated in Example 7, 2.5 g of 98% hydrazine hydrate and 2.73 g of potassium hydroxide in 25 ml of diethylene glycol. 2.1 g are obtained of 2-(4-chloro-phenyl)-4-[2-(4-piperidyl)-ethyl]-quinoline in the form of monohydrochloride, which melts above 260° C. Starting materials: CC1=CC=C(C=C1)B(O)O (4-Methylphenylboronic acid), ClC1=NC(=CC=C1)Cl (2,6-dichloropyridine), P(=O)([O-])([O-])[O-].[K+].[K+].[K+] (potassium phosphate). The reagents and catalysts are C=1C=CC(=CC1)[P](C=2C=CC=CC2)(C=3C=CC=CC3)[Pd]([P](C=4C=CC=CC4)(C=5C=CC=CC5)C=6C=CC=CC6)([P](C=7C=CC=CC7)(C=8C=CC=CC8)C=9C=CC=CC9)[P](C=1C=CC=CC1)(C=1C=CC=CC1)C=1C=CC=CC1 (tetrakis(triphenylphosphine)palladium(0)). Run in C1(=CC=CC=C1)C (toluene), O (water). Run at temperature 80 celsius, time 15 hour. The product is ClC1=NC(=CC=C1)C1=CC=C(C=C1)C (2-chloro-6-p-tolylpyridine). Isolated yield 268.4%. As a reaction SMILES: [CH3:1][C:2]1[CH:7]=[CH:6][C:5](B(O)O)=[CH:4][CH:3]=1.Cl[C:12]1[CH:17]=[CH:16][CH:15]=[C:14]([Cl:18])[N:13]=1.P([O-])([O-])([O-])=O.[K+].[K+].[K+]>C1(C)C=CC=CC=1.O.C1C=CC([P]([Pd]([P](C2C=CC=CC=2)(C2C=CC=CC=2)C2C=CC=CC=2)([P](C2C=CC=CC=2)(C2C=CC=CC=2)C2C=CC=CC=2)[P](C2C=CC=CC=2)(C2C=CC=CC=2)C2C=CC=CC=2)(C2C=CC=CC=2)C2C=CC=CC=2)=CC=1>[Cl:18][C:14]1[CH:15]=[CH:16][CH:17]=[C:12]([C:5]2[CH:6]=[CH:7][C:2]([CH3:1])=[CH:3][CH:4]=2)[N:13]=1 |f:2.3.4.5,^1:38,40,59,78|. Procedure details: 4-Methylphenylboronic acid (1.00 g), 2,6-dichloropyridine (3.27 g), tetrakis(triphenylphosphine)palladium(0) (0.255 g) and potassium phosphate (3.12 g) were dissolved in toluene (35 ml) and water (6.0 ml). The mixture was stirred at 80° C. for 15 hours under a nitrogen atmosphere. The organic layer was separated, washed with a saturated aqueous sodium hydrogen carbonate solution, and dried with anhydrous magnesium sulfate and the solvent was distilled off. The resultant was crudely purified thro... The reactants are O1C(=CC=C1)B(O)O (2-furanylboronic acid), BrC=1C(=NC=C(C1)CN1C=NC=C1)Cl (3-Bromo-2-chloro-5-imidazol-1-ylmethyl-pyridine). The product is O1C(=CC=C1)C1=NC=C(C=C1C=1OC=CC1)CN1C=NC=C1 (2,3-Di-furan-2-yl-5-imidazol-1-ylmethyl-pyridine). Reaction SMILES: [O:1]1[CH:5]=[CH:4][CH:3]=[C:2]1B(O)O.Br[C:10]1[C:11](Cl)=[N:12][CH:13]=[C:14]([CH2:16][N:17]2[CH:21]=[CH:20][N:19]=[CH:18]2)[CH:15]=1>>[O:1]1[CH:5]=[CH:4][CH:3]=[C:2]1[C:11]1[C:10]([C:2]2[O:1][CH:5]=[CH:4][CH:3]=2)=[CH:15][C:14]([CH2:16][N:17]2[CH:21]=[CH:20][N:19]=[CH:18]2)=[CH:13][N:12]=1. Reported procedure: Synthesized using 2-furanylboronic acid (123 mg, 1.10 mmol) and 6 (150 mg, 0.55 mmol) according to Method C. Yellow solid. Yield: 108 mg, 0.37 mmol, 67%. 1H NMR (500 MHz, CDCl3): δH (ppm): 5.19 (s, 2H), 6.26 (dd, J=3.5, 0.6 Hz, 1H), 6.41 (dd, J=3.5, 0.9 Hz, 1H), 6.41-6.48 (m, 2H), 6.93 (t, J=1.3 Hz, 1H), 7.12 (bs, 1H), 7.49-7.50 (m, 2H), 7.60 (bs, 1H), 7.61 (d, J=2.2 Hz, 1H), 8.50 (d, J=2.2 Hz, 1H); 13C NMR (CDCl3, 125 MHz): δC (ppm)=47.9, 110.0, 111.6, 111.7, 111.7, 119.0, 124.8, 130.0, 130.4, ... The reactants are CCOC(=O)c1cc(C(C)(C)C)nn1-c1ccc2c(c1)CCN(C(=O)OCc1ccccc1)C2, C1CCOC1, CCO, Cl, [Li+], [OH-], O, O. The product is CC(C)(C)c1cc(C(=O)O)n(-c2ccc3c(c2)CCN(C(=O)OCc2ccccc2)C3)n1. As a reaction SMILES: [C:1]([CH3:2])([CH3:3])([CH3:4])[c:5]1[n:6][n:7](-[c:15]2[cH:16][c:17]3[c:22]([cH:23][cH:24]2)[CH2:21][N:20]([C:25](=[O:26])[O:27][CH2:28][c:29]2[cH:30][cH:31][cH:32][cH:33][cH:34]2)[CH2:19][CH2:18]3)[c:8]([C:10](=[O:11])[O:12][CH2:13][CH3:14])[cH:9]1.[CH2:39]1[O:40][CH2:41][CH2:42][CH2:43]1.[CH3:44][CH2:45][OH:46].[ClH:38].[Li+:36].[OH-:35].[OH2:37].[OH2:47]>>[C:1]([CH3:2])([CH3:3])([CH3:4])[c:5]1[n:6][n:7](-[c:15]2[cH:16][c:17]3[c:22]([cH:23][cH:24]2)[CH2:21][N:20]([C:25](=[O:26])[O:27][CH2:28][c:29]2[cH:30][cH:31][cH:32][cH:33][cH:34]2)[CH2:19][CH2:18]3)[c:8]([C:10](=[O:11])[OH:12])[cH:9]1. Starting materials: Example 1 ( g ), C(=O)(C(F)(F)F)O (TFA), C1(CC1)C#CC=1C=C2C(=C(C(N(C2=NC1)C)=O)C(=O)NCC(=O)OC(C)(C)C)O (tert-butyl 2-(6-(2-cyclopropylethynyl)-4-hydroxy-1-methyl-2-oxo-1,2-dihydro-1,8-naphthyridine-3-carboxamido)acetate), Example 81 ( a ). Yields the product C1(CC1)C#CC=1C=C2C(=C(C(N(C2=NC1)C)=O)C(=O)NCC(=O)O)O (2-(6-(2-Cyclopropylethynyl)-4-hydroxy-1-methyl-2-oxo-1,2-dihydro-1,8-naphthyridine-3-carboxamido)acetic acid). As a reaction SMILES: [CH:1]1([C:4]#[C:5][C:6]2[CH:7]=[C:8]3[C:13](=[N:14][CH:15]=2)[N:12]([CH3:16])[C:11](=[O:17])[C:10]([C:18]([NH:20][CH2:21][C:22]([O:24]C(C)(C)C)=[O:23])=[O:19])=[C:9]3[OH:29])[CH2:3][CH2:2]1.C(O)(C(F)(F)F)=O>>[CH:1]1([C:4]#[C:5][C:6]2[CH:7]=[C:8]3[C:13](=[N:14][CH:15]=2)[N:12]([CH3:16])[C:11](=[O:17])[C:10]([C:18]([NH:20][CH2:21][C:22]([OH:24])=[O:23])=[O:19])=[C:9]3[OH:29])[CH2:2][CH2:3]1. Procedure: The title compound was prepared similarly to the procedure described for Example 1 (g) by treatment of tert-butyl 2-(6-(2-cyclopropylethynyl)-4-hydroxy-1-methyl-2-oxo-1,2-dihydro-1,8-naphthyridine-3-carboxamido)acetate (Example 81 (a)) with TFA. MS (ESI, pos. ion) m/z: 342 (M+1). 1H NMR (300 MHz, DMSO-d6) δ ppm: 10.40 (t, J=5.6 Hz, 1 H), 8.80 (d, J=2.2 Hz, 1 H), 8.31 (d, J=2.2 Hz, 1 H), 4.14 (d, J=5.6 Hz, 2 H), 3.67 (s, 3 H), 1.53-1.67 (m, 1 H), 0.86-0.99 (m, 2 H), 0.74-0.87 (m, 2 H). Reactants: C(=O)(O)CC1=NN2C(N=C(C=C2O)C)=N1 (2-carboxymethyl-7-hydroxy-5-methyl-s-triazolo [1,5-a]pyrimidine), CO (methanol), S(=O)(Cl)Cl (thionyl chloride). The product is OC1=CC(=NC=2N1N=C(N2)CC(=O)OC)C (7-hydroxy-2-methoxycarbonylmethyl-5-methyl-s-triazolo[1,5-a]pyrimidine). Reaction SMILES: [C:1]([CH2:4][C:5]1[N:15]=[C:8]2[N:9]=[C:10]([CH3:14])[CH:11]=[C:12]([OH:13])[N:7]2[N:6]=1)([OH:3])=[O:2].S(Cl)(Cl)=O.[CH3:20]O>>[OH:13][C:12]1[N:7]2[N:6]=[C:5]([CH2:4][C:1]([O:3][CH3:20])=[O:2])[N:15]=[C:8]2[N:9]=[C:10]([CH3:14])[CH:11]=1. Procedure details: A solution of the product obtained in Step 2 (1.5 g) in 50 ml of methanol was cooled to 0° C., 24 ml of thionyl chloride was added dropwise to this solution at that temperature, and the mixture was refluxed for 1.5 hours. After removing the solvent by distillation under reduced pressure, the residue was recrystallized from ethyl acetate/ether, giving 1.5 g of the objective compounds. Reactants: ClCCC(C=C)(O)C1=CC=CC=C1 (5-chloro-3-phenylpent-1-en-3-ol), solution, B.C1CCOC1 (BH3.THF), [OH-].[Na+] (NaOH), OO (H2O2). The solvent is C1CCOC1 (THF). Conditions: temperature 0 celsius, time 3 hour. Yields the product ClCCC(CCO)(O)C1=CC=CC=C1 (5-chloro-3-phenylpentane-1,3-diol). Isolated yield 64.4%. As a reaction SMILES: [Cl:1][CH2:2][CH2:3][C:4]([C:8]1[CH:13]=[CH:12][CH:11]=[CH:10][CH:9]=1)([OH:7])[CH:5]=[CH2:6].B.C1C[O:18]CC1.[OH-].[Na+].OO>C1COCC1>[Cl:1][CH2:2][CH2:3][C:4]([C:8]1[CH:13]=[CH:12][CH:11]=[CH:10][CH:9]=1)([OH:7])[CH2:5][CH2:6][OH:18] |f:1.2,3.4|. Procedure: To a 0° C. solution of 5-chloro-3-phenylpent-1-en-3-ol (6.12 g, 31.12 mmol) in 125 mL THF was added a 1M solution of BH3.THF (62.2 mL, 62.2 mmol) dropwise. The reaction mixture was stirred for 3 h at 0° C., and 5M NaOH (38 mL, 190 mmol) was slowly added, followed by 30% H2O2 (56 mL, 495 mmol). After stirring for 90 min at room temperature, the organic layer was isolated and the aqueous layer extracted with EtOAc. The organic layers were pooled, washed with saturated aqueous Na2S2O3 and saturated... The reactants are [OH-].[Na+] (sodium hydroxide), [OH-].[Na+] (sodium hydroxide), S(=O)(=O)(O)O.NCC#N (Aminoacetonitrile sulfate), ClC(=O)OCC (Ethyl chloroformate), [OH-].[Na+] (sodium hydroxide), [OH-].[Na+] (sodium hydroxide). Run in O (water). Yields the product C(#N)CNC(OCC)=O (ethyl N-cyanomethylcarbamate). The yield is 96.8%. RXN SMILES: S(O)(O)(=O)=O.[NH2:6][CH2:7][C:8]#[N:9].[OH-].[Na+].Cl[C:13]([O:15][CH2:16][CH3:17])=[O:14]>O>[C:8]([CH2:7][NH:6][C:13](=[O:14])[O:15][CH2:16][CH3:17])#[N:9] |f:0.1,2.3|. Procedure: Aminoacetonitrile sulfate (H2NCH2CN.1/2H2SO4, 121.5 g, 1.156mole) was dissolved in water (230.9 g) and the solution was cooled to 0° to 5° C. and adjusted to pH 5 to 7 by the addition of a small amount of 30% aqueous sodium hydroxide solution. Ethyl chloroformate (108.5 g, 1.00 mole) and 30% aqueous sodium hydroxide solution were concurrently added dropwise with stirring and keeping pH at 5 to 7 at 0° to 5° C. over 2 hours and the mixture was stirred at the same temperature for additional 2 hour... Reactants: C1CCOC1, N#Cc1ccc(O)c(Cl)c1, O=C(O)C(F)(F)F, [Na+], [OH-], OC1CCOC1, c1ccc(P(c2ccccc2)c2ccccc2)cc1. Product: N#Cc1ccc(OC2CCOC2)c(Cl)c1. RXN SMILES: [CH2:45]1[O:46][CH2:47][CH2:48][CH2:49]1.[Cl:1][c:2]1[cH:3][c:4]([C:5]#[N:6])[cH:7][cH:8][c:9]1[OH:10].[F:36][C:37]([F:38])([F:39])[C:40]([OH:41])=[O:42].[Na+:44].[OH-:43].[OH:30][CH:31]1[CH2:32][O:33][CH2:34][CH2:35]1.[c:11]1([P:12]([c:13]2[cH:14][cH:15][cH:16][cH:17][cH:18]2)[c:19]2[cH:20][cH:21][cH:22][cH:23][cH:24]2)[cH:25][cH:26][cH:27][cH:28][cH:29]1>>[Cl:1][c:2]1[cH:3][c:4]([C:5]#[N:6])[cH:7][cH:8][c:9]1[O:10][CH:31]1[CH2:32][O:33][CH2:34][CH2:35]1.